Task: describe an organic reaction: reactants, conditions, products, and yield. Dataset: the Open Reaction Database (ORD), a public repository of structured organic reaction records Procedure: 14.6 g (0.1 mole) of α-hydroxyiminobenzyl cynide (1c) are reacted with 23.46 g (0.1 mole) of 4-acetoxybenzenesulfonyl chloride (3a) in accordance with a procedure analogous to that of Example 3c. The resultant α-(4-acetoxybenzenesulfonyloxyimino)benzyl cyanide melts at 142°-143° C. 6 g of this compound are hydrolysed with a solution of NaOH in accordance with a procedure analogous to that of Example 3d, affording the title compound which, after recrystalisation from toluene, melts at 148° C. Starting materials: compound, ON=C(C1=CC=CC=C1)C#N (α-Hydroxyiminobenzyl cyanide), OC1=CC=C(C=C1)S(=O)(=O)ON=C(C#N)C=1SC=CC1 (α-(4-hydroxybenzenesulfonyloxyimino)thien-2-ylacetonitrile), [OH-].[Na+] (NaOH), C(C)(=O)OC1=CC=C(C=C1)S(=O)(=O)ON=C(C1=CC=CC=C1)C#N (α-(4-acetoxybenzenesulfonyloxyimino)benzyl cyanide). The product is OC1=CC=C(C=C1)S(=O)(=O)ON=C(C1=CC=CC=C1)C#N (α-(4-Hydroxybenzenesulfonyloxyimino)benzyl cyanide). RXN SMILES: ON=C(C#N)C1C=CC=CC=1.OC1C=CC(S(ON=C(C2SC=CC=2)C#N)(=O)=O)=CC=1.C([O:35][C:36]1[CH:41]=[CH:40][C:39]([S:42]([O:45][N:46]=[C:47]([C:54]#[N:55])[C:48]2[CH:53]=[CH:52][CH:51]=[CH:50][CH:49]=2)(=[O:44])=[O:43])=[CH:38][CH:37]=1)(=O)C.[OH-].[Na+]>>[OH:35][C:36]1[CH:41]=[CH:40][C:39]([S:42]([O:45][N:46]=[C:47]([C:54]#[N:55])[C:48]2[CH:53]=[CH:52][CH:51]=[CH:50][CH:49]=2)(=[O:44])=[O:43])=[CH:38][CH:37]=1 |f:3.4|. The reactants are COC(CC=1C=C(C(=CC1)F)C1=C(C=C(C=C1)C(F)(F)F)CNC)=O ((6-fluoro-2′-methylaminomethyl-4′-trifluoromethyl-biphenyl-3-yl)-acetic acid methyl ester), ClC(=O)OCC1=CC=CC=C1 (benzyl chloroformate). Product: COC(CC=1C=C(C(=CC1)F)C1=C(C=C(C=C1)C(F)(F)F)CN(C)C(=O)OCC1=CC=CC=C1)=O ({2′-[(Benzyloxycarbonyl-methyl-amino)-methyl]-6-fluoro-4′-trifluoromethyl-biphenyl-3-yl}-acetic acid methyl ester). RXN SMILES: [CH3:1][O:2][C:3](=[O:25])[CH2:4][C:5]1[CH:6]=[C:7]([C:12]2[CH:17]=[CH:16][C:15]([C:18]([F:21])([F:20])[F:19])=[CH:14][C:13]=2[CH2:22][NH:23][CH3:24])[C:8]([F:11])=[CH:9][CH:10]=1.Cl[C:27]([O:29][CH2:30][C:31]1[CH:36]=[CH:35][CH:34]=[CH:33][CH:32]=1)=[O:28]>>[CH3:1][O:2][C:3](=[O:25])[CH2:4][C:5]1[CH:6]=[C:7]([C:12]2[CH:17]=[CH:16][C:15]([C:18]([F:19])([F:20])[F:21])=[CH:14][C:13]=2[CH2:22][N:23]([C:27]([O:29][CH2:30][C:31]2[CH:36]=[CH:35][CH:34]=[CH:33][CH:32]=2)=[O:28])[CH3:24])[C:8]([F:11])=[CH:9][CH:10]=1. Reported procedure: Prepared according to the procedure described in Example 23, Step 1, using the following starting materials: (6-fluoro-2′-methylaminomethyl-4′-trifluoromethyl-biphenyl-3-yl)-acetic acid methyl ester and benzyl chloroformate. The reactants are ClC1=CC(=CC=C1)C(=O)OO (m-chloroperbenzoic acid), FC(C(N)(C=1N(C(=C(N1)C1=CC=C(C=C1)C)C1=CC=C(C=C1)C)C)C(F)(F)F)(F)F (α,α-bis(trifluoromethyl)-4,5-bis(4-methylphenyl)-1-methyl-1H-imidazol-2-methanamine), C([O-])(O)=O.[Na+] (sodium bicarbonate). The solvent is C(Cl)(Cl)Cl (chloroform). Product: CC1=CC=C(C=C1)OC(N=C1C(N=C(N1)C1=CC=C(C=C1)C)(C(F)(F)F)C(F)(F)F)=O ([4,4-bis(trifluoromethyl)-2-(4-methylphenyl)-4,5-dihydro-1H-imidazol-5-ylidene]-carbamic acid-(4-methylphenyl)-ester). Yield: 14.0%. RXN SMILES: [F:1][C:2]([F:30])([F:29])[C:3]([C:25]([F:28])([F:27])[F:26])([C:5]1[N:6](C)C(C2C=CC(C)=CC=2)=[C:8]([C:10]2[CH:15]=[CH:14][C:13]([CH3:16])=[CH:12][CH:11]=2)[N:9]=1)[NH2:4].Cl[C:32]1[CH:37]=[CH:36][CH:35]=[C:34]([C:38](OO)=O)[CH:33]=1.[C:42](=[O:45])(O)[O-:43].[Na+]>C(Cl)(Cl)Cl>[CH3:38][C:34]1[CH:35]=[CH:36][C:37]([O:43][C:42](=[O:45])[N:6]=[C:5]2[NH:9][C:8]([C:10]3[CH:11]=[CH:12][C:13]([CH3:16])=[CH:14][CH:15]=3)=[N:4][C:3]2([C:25]([F:28])([F:26])[F:27])[C:2]([F:1])([F:30])[F:29])=[CH:32][CH:33]=1 |f:2.3|. Reported procedure: To a solution of α,α-bis(trifluoromethyl)-4,5-bis(4-methylphenyl)-1-methyl-1H-imidazol-2-methanamine (1.0 g, 2.3 mmole) in chloroform (10 mL) was added portionwise, m-chloroperbenzoic acid (1.20 g, 7 mmole). The reaction mixture was refluxed under nitrogen for two hours. The solution was cooled to room temperature and poured into saturated sodium bicarbonate (100 mL). The organic layer was washed successively with saturated sodium bicarbonate solution, 10% sodium sulfite solution, water, and sat... Reactants: CCO, I, Nc1ccc2c(c1)CCC(=O)N2CCN1CCCCC1, CSC(=N)c1cccs1. The product is N=C(Nc1ccc2c(c1)CCC(=O)N2CCN1CCCCC1)c1cccs1. As a reaction SMILES: [CH3:31][CH2:32][OH:33].[IH:21].[NH2:1][c:2]1[cH:3][c:4]2[c:9]([cH:10][cH:11]1)[N:8]([CH2:12][CH2:13][N:14]1[CH2:15][CH2:16][CH2:17][CH2:18][CH2:19]1)[C:7](=[O:20])[CH2:6][CH2:5]2.[s:22]1[c:23]([C:27](=[NH:28])[S:29][CH3:30])[cH:24][cH:25][cH:26]1>>[NH:1]([c:2]1[cH:3][c:4]2[c:9]([cH:10][cH:11]1)[N:8]([CH2:12][CH2:13][N:14]1[CH2:15][CH2:16][CH2:17][CH2:18][CH2:19]1)[C:7](=[O:20])[CH2:6][CH2:5]2)[C:27]([c:23]1[s:22][cH:26][cH:25][cH:24]1)=[NH:28].